This data is from the Open Reaction Database (ORD), a public repository of structured organic reaction records. The task is: describe an organic reaction: reactants, conditions, products, and yield Starting materials: ClC=1C=CC(=C(C1)NC1=C(C=C(C=C1)[N+](=O)[O-])[N+](=O)[O-])O (N-(5-chloro-2-hydroxyphenyl)-2,4-dinitroaniline), [Cl-].[NH4+] (ammoniumchloride), O.O.O.O.O.O.O.O.O.[Na+].[SH-] (sodiumsulfide nonahydrate). The solvent is CO (methanol). The product is Cl.NC1=C(NC2=C(C=CC(=C2)Cl)O)C=CC(=C1)[N+](=O)[O-] (2-amino-N-(5-chloro-2-hydroxyphenyl)-4-nitro-anilinehydrochloride). As a reaction SMILES: [Cl:1][C:2]1[CH:3]=[CH:4][C:5]([OH:21])=[C:6]([NH:8][C:9]2[CH:14]=[CH:13][C:12]([N+:15]([O-:17])=[O:16])=[CH:11][C:10]=2[N+:18]([O-])=O)[CH:7]=1.[Cl-].[NH4+].O.O.O.O.O.O.O.O.O.[Na+].[SH-]>CO>[ClH:1].[NH2:18][C:10]1[CH:11]=[C:12]([N+:15]([O-:17])=[O:16])[CH:13]=[CH:14][C:9]=1[NH:8][C:6]1[CH:7]=[C:2]([Cl:1])[CH:3]=[CH:4][C:5]=1[OH:21] |f:1.2,3.4.5.6.7.8.9.10.11.12.13,15.16|. Reported procedure: A mixture of N-(5-chloro-2-hydroxyphenyl)-2,4-dinitroaniline (7.9 g, 25.6 mmol), ammoniumchloride (5,2 g, 98 mmol) and sodiumsulfide nonahydrate (23.5 g, 98 mmol) in methanol (350 ml; was refluxed for one hour. The reaction was filtered after cooling to room temperature and the filtrate was concentrated in vacuo. The remanecens was dissolved in ethanol, acidified with concentrated hydrochloric acid and the mixture was concentrated in vacuo. Finally the crude product was triturated with diethyl e... Starting materials: CC(C)C1=CC(=C(C(=C1)C(C)C)C2=C(C=CC=C2)P(C3CCCCC3)C4CCCCC4)C(C)C (XPhos), ClC1=C(C(=NC2=CC(=CC=C12)F)N1C(CC(C1)(C)C)=O)C (1-(4-chloro-7-fluoro-3-methylquinolin-2-yl)-4,4-dimethylpyrrolidin-2-one), NC=1C=C(C=C(C1)N1CCOCC1)NC(C)=O (N-(3-amino-5-morpholinophenyl)acetamide), C([O-])([O-])=O.[K+].[K+] (potassium carbonate). The reagents and catalysts are C(C)(=O)[O-].[Pd+2].C(C)(=O)[O-] (palladium (II) acetate). Solvent: C(C)(C)(C)O (tert-butanol). The product is CC1(CC(N(C1)C1=NC2=CC(=CC=C2C(=C1C)NC=1C=C(C=C(C1)N1CCOCC1)NC(C)=O)F)=O)C (N-(3-((2-(4,4-dimethyl-2-oxo-1-pyrrolidinyl)-7-fluoro-3-methyl-4-quinolinyl)amino)-5-(4-morpholinyl)phenyl)acetamide). RXN SMILES: CC(C1C=C(C(C)C)C(C2C=CC=CC=2P(C2CCCCC2)C2CCCCC2)=C(C(C)C)C=1)C.Cl[C:36]1[C:45]2[C:40](=[CH:41][C:42]([F:46])=[CH:43][CH:44]=2)[N:39]=[C:38]([N:47]2[CH2:51][C:50]([CH3:53])([CH3:52])[CH2:49][C:48]2=[O:54])[C:37]=1[CH3:55].[NH2:56][C:57]1[CH:58]=[C:59]([NH:69][C:70](=[O:72])[CH3:71])[CH:60]=[C:61]([N:63]2[CH2:68][CH2:67][O:66][CH2:65][CH2:64]2)[CH:62]=1.C(=O)([O-])[O-].[K+].[K+]>C([O-])(=O)C.[Pd+2].C([O-])(=O)C.C(O)(C)(C)C>[CH3:52][C:50]1([CH3:53])[CH2:51][N:47]([C:38]2[C:37]([CH3:55])=[C:36]([NH:56][C:57]3[CH:58]=[C:59]([NH:69][C:70](=[O:72])[CH3:71])[CH:60]=[C:61]([N:63]4[CH2:68][CH2:67][O:66][CH2:65][CH2:64]4)[CH:62]=3)[C:45]3[C:40](=[CH:41][C:42]([F:46])=[CH:43][CH:44]=3)[N:39]=2)[C:48](=[O:54])[CH2:49]1 |f:3.4.5,6.7.8|. Procedure: Prepared according to Procedure X by stirring palladium (II) acetate (0.4 mg, 1.743 μmol), XPhos (2.5 mg, 5.23 μmol), 1-(4-chloro-7-fluoro-3-methylquinolin-2-yl)-4,4-dimethylpyrrolidin-2-one (0.018 g, 0.058 mmol), N-(3-amino-5-morpholinophenyl)acetamide (0.0164 g, 0.070 mmol), potassium carbonate (0.020 g, 0.145 mmol), and tert-butanol (0.5 mL) at 110° C. for 30 minutes. Purification by reverse-phase HPLC (0-70% acetonitrile in water) afforded N-(3-((2-(4,4-dimethyl-2-oxo-1-pyrrolidinyl)-7-fluor...